Task: describe an organic reaction: reactants, conditions, products, and yield. Dataset: the Open Reaction Database (ORD), a public repository of structured organic reaction records Starting materials: ClC1=NC2=CC=C(C=C2C(=N1)N(C)C1=CC=CC=C1)OC (2-Chloro-4-(N-methylphenylamino)-6-methoxyquinazoline), FC1=CC(=C(N)C=C1)C (4-fluoro-2-methylaniline), Cl (HCl). The solvent is C(C)O (ethanol). Product: CN(C1=NC(=NC2=CC=C(C=C12)OC)NC1=C(C=C(C=C1)F)C)C1=CC=CC=C1 (4-(N-Methylphenylamino)-2-(2-methyl-4-fluorophenylamino)-6-methoxyquinazoline). The yield is 54.3%. Reaction SMILES: Cl[C:2]1[N:11]=[C:10]([N:12]([C:14]2[CH:19]=[CH:18][CH:17]=[CH:16][CH:15]=2)[CH3:13])[C:9]2[C:4](=[CH:5][CH:6]=[C:7]([O:20][CH3:21])[CH:8]=2)[N:3]=1.[F:22][C:23]1[CH:29]=[CH:28][C:26]([NH2:27])=[C:25]([CH3:30])[CH:24]=1.Cl>C(O)C>[CH3:13][N:12]([C:14]1[CH:19]=[CH:18][CH:17]=[CH:16][CH:15]=1)[C:10]1[C:9]2[C:4](=[CH:5][CH:6]=[C:7]([O:20][CH3:21])[CH:8]=2)[N:3]=[C:2]([NH:27][C:26]2[CH:28]=[CH:29][C:23]([F:22])=[CH:24][C:25]=2[CH3:30])[N:11]=1. Procedure: 2-Chloro-4-(N-methylphenylamino)-6-methoxyquinazoline (5.4 g, 0.02M) and 4-fluoro-2-methylaniline (4.96 g, 0.04M) were dissolved in ethanol (50 ml) and heated at 140° for 5 hours in a Berghof pressure reactor. The mixture was cooled and ethereal/HCl added. The precipitated solid was filtered off and recrystallised (isopropanol/ether followed by isopropanol) to yield the title compound (3.8 g) m.p. 248°-250°. Solvent: C(Cl)Cl (methylene chloride), CC(=O)C (acetone). The reactants are C1(=CC=CC=C1)P(C1=CC=CC=C1)C1=CC=CC=C1 (triphenyl phosphine), [Na].C(C)C(C(=O)[O-])CCCC (sodium 2-ethylhexanoate), tetrakis triphenylphosphine palladium (0), O (water), O[C@H](C)[C@@H]1[C@H]2SC(=C(N2C1=O)C(=O)OCC=C)[C@@H]1OCCC1 (Allyl (5R,6S)-6-[(1R)-1-hydroxyethyl]-7-oxo-3-[(2R)-tetrahydrofuran-2-yl]-4-thia-1-azabicyclo[3.2.0]hept-2-ene-2-carboxylate). The product is C[C@H]([C@@H]1[C@@H]2N(C1=O)C(=C(S2)[C@H]3CCCO3)C(=O)O)O (Faropenem Sodium Hemipentahydrate). Procedure: Allyl (5R,6S)-6-[(1R)-1-hydroxyethyl]-7-oxo-3-[(2R)-tetrahydrofuran-2-yl]-4-thia-1-azabicyclo[3.2.0]hept-2-ene-2-carboxylate (72 g, 0.221 mol) was dissolved in methylene chloride (950 ml). The solution was cooled to 10° C. and triphenyl phosphine (2.0 g, 0.0076 mol), sodium-2-ethylhexanoate (39.71 g, 0.239 mol) and tetrakis triphenylphosphine palladium (0) (2.0 g) were added together at 10° C. The reaction mixture was stirred for 1-2 hours at 10-15° C. After the completion of reaction, water (50... Reaction conditions: temperature 10 celsius, time 1.5 hour. RXN SMILES: [OH:1][C@@H:2]([C@H:4]1[C:10](=[O:11])[N:9]2[C@@H:5]1[S:6][C:7]([C@H:18]1[CH2:22][CH2:21][CH2:20][O:19]1)=[C:8]2[C:12]([O:14]CC=C)=[O:13])[CH3:3].C1(P(C2C=CC=CC=2)C2C=CC=CC=2)C=CC=CC=1.[Na].C(C(CCCC)C([O-])=O)C.O>C(Cl)Cl.CC(C)=O>[CH3:3][C@@H:2]([OH:1])[C@H:4]1[C:10](=[O:11])[N:9]2[C:8]([C:12]([OH:14])=[O:13])=[C:7]([C@@H:18]3[O:19][CH2:20][CH2:21][CH2:22]3)[S:6][C@H:5]12 |f:2.3,^1:41|. Starting materials: BrC=1C=C(C=CC1OC)CN(C(=O)C1(CC1)C(=O)N)CC=1C(=C2C(=NC1CC)N(N=C2)CC)NC2CCOCC2 (N1-{[3-bromo-4-(methyloxy)phenyl]methyl}-N1-{[1,6-diethyl-4-(tetrahydro-2H-pyran-4-ylamino)-1H-pyrazolo[3,4-b]pyridin-5-yl]methyl}-1,1-cyclopropanedicarboxamide), CN1CCC(CC1)CC1=CC(=CC=C1)B1OC(C(O1)(C)C)(C)C (1-methyl-4-{[3-(4,4,5,5-tetramethyl-1,3,2-dioxaborolan-2-yl)phenyl]methyl}piperidine), C(=O)([O-])[O-].[Na+].[Na+] (Na2CO3). The reagents and catalysts are C1=CC=C(C=C1)P([C-]2C=CC=C2)C3=CC=CC=C3.C1=CC=C(C=C1)P([C-]2C=CC=C2)C3=CC=CC=C3.Cl[Pd]Cl.[Fe+2] (PdCl2(dppf)). Solvent: O1CCOCC1 (1,4-dioxane), O (water). Conditions: temperature 100 celsius. Product: C(C)N1N=CC=2C1=NC(=C(C2NC2CCOCC2)CN(C(=O)C2(CC2)C(=O)N)CC=2C=C(C(=CC2)OC)C2=CC(=CC=C2)CC2CCN(CC2)C)CC (N1-{[1,6-diethyl-4-(tetrahydro-2H-pyran-4-ylamino)-1H-pyrazolo[3,4-b]pyridin-5-yl]methyl}-N1-({6-(methyloxy)-3′-[(1-methyl-4-piperidinyl)methyl]-3-biphenylyl}methyl)-1,1-cyclopropanedicarboxamide). Isolated yield 29.1%. RXN SMILES: Br[C:2]1[CH:3]=[C:4]([CH2:10][N:11]([CH2:20][C:21]2[C:22]([NH:34][CH:35]3[CH2:40][CH2:39][O:38][CH2:37][CH2:36]3)=[C:23]3[CH:31]=[N:30][N:29]([CH2:32][CH3:33])[C:24]3=[N:25][C:26]=2[CH2:27][CH3:28])[C:12]([C:14]2([C:17]([NH2:19])=[O:18])[CH2:16][CH2:15]2)=[O:13])[CH:5]=[CH:6][C:7]=1[O:8][CH3:9].[CH3:41][N:42]1[CH2:47][CH2:46][CH:45]([CH2:48][C:49]2[CH:54]=[CH:53][CH:52]=[C:51](B3OC(C)(C)C(C)(C)O3)[CH:50]=2)[CH2:44][CH2:43]1.C([O-])([O-])=O.[Na+].[Na+]>O1CCOCC1.O.C1C=CC(P(C2C=CC=CC=2)[C-]2C=CC=C2)=CC=1.C1C=CC(P(C2C=CC=CC=2)[C-]2C=CC=C2)=CC=1.Cl[Pd]Cl.[Fe+2]>[CH2:32]([N:29]1[C:24]2=[N:25][C:26]([CH2:27][CH3:28])=[C:21]([CH2:20][N:11]([CH2:10][C:4]3[CH:3]=[C:2]([C:53]4[CH:52]=[CH:51][CH:50]=[C:49]([CH2:48][CH:45]5[CH2:46][CH2:47][N:42]([CH3:41])[CH2:43][CH2:44]5)[CH:54]=4)[C:7]([O:8][CH3:9])=[CH:6][CH:5]=3)[C:12]([C:14]3([C:17]([NH2:19])=[O:18])[CH2:16][CH2:15]3)=[O:13])[C:22]([NH:34][CH:35]3[CH2:40][CH2:39][O:38][CH2:37][CH2:36]3)=[C:23]2[CH:31]=[N:30]1)[CH3:33] |f:2.3.4,7.8.9.10|. Procedure details: A mixture of N1-{[3-bromo-4-(methyloxy)phenyl]methyl}-N1-{[1,6-diethyl-4-(tetrahydro-2H-pyran-4-ylamino)-1H-pyrazolo[3,4-b]pyridin-5-yl]methyl}-1,1-cyclopropanedicarboxamide (50 mg, 0.081 mmol), 1-methyl-4-{[3-(4,4,5,5-tetramethyl-1,3,2-dioxaborolan-2-yl)phenyl]methyl}piperidine (32.7 mg, 0.081 mmol), Na2CO3 (25.9 mg, 0.244 mmol) and PdCl2(dppf) (5.96 mg, 8.15 μmol) was diluted in a mixture of 1,4-dioxane (3 mL) and water (1 mL) in a 2-5 mL Biotage microwave reaction tube. The mixture was degass...